This data is from the Open Reaction Database (ORD), a public repository of structured organic reaction records. The task is: describe an organic reaction: reactants, conditions, products, and yield Reactants: CSC1=NC(=CC(=N1)SC)CNC=O (2,4-bis(methylthio)-6-formylaminomethylpyrimidine), P(=O)(Cl)(Cl)Cl (phosphorous oxychloride), O1CCOCC1 (dioxane), C([O-])(O)=O.[Na+] (sodium bicarbonate). Solvent: O (water). Conditions: temperature 20 celsius, time 20 hour. The product is CSC1=NC(=CC=2N1C=NC2)SC (5,7-bis(methylthio)imidazo[1,5-c]pyrimidine). As a reaction SMILES: [CH3:1][S:2][C:3]1[N:8]=[C:7]([S:9][CH3:10])[CH:6]=[C:5]([CH2:11][NH:12][CH:13]=O)[N:4]=1.P(Cl)(Cl)(Cl)=O.O1CCOCC1.C(=O)(O)[O-].[Na+]>O>[CH3:1][S:2][C:3]1[N:4]2[CH:13]=[N:12][CH:11]=[C:5]2[CH:6]=[C:7]([S:9][CH3:10])[N:8]=1 |f:3.4|. Reported procedure: A mixture of 3.00 g (13.1 mmole) of 2,4-bis(methylthio)-6-formylaminomethylpyrimidine, 2.25 g (14.2 mmole) of phosphorous oxychloride and 50 ml of dioxane was stirred at 20° C. for 20 hours, then heated at reflux for 0.5 hour. The mixture was poured into 100 ml of water, neutralized with solid sodium bicarbonate and extracted with chloroform. The chloroform extracts were combined, washed with water and dried over magnesium sulfate. Evaporation of the solvent provided a light yellow solid, 5,7-bi... The reactants are FC1=C(C(=CC(=C1)F)OC)N1C(N(C(=CC1=O)C(F)(F)F)C)=O (3-(2,4-difluoro-6-methoxyphenyl)-1-methyl-6-trifluoromethyluracil), ice water, C(O)([O-])=O.[Na+] (sodium hydrogencarbonate), B(Br)(Br)Br (boron tribromide). Solvent: ClCCl (dichloromethane). Conditions: time 3 hour. Product: FC1=C(C(=CC(=C1)F)O)N1C(N(C(=CC1=O)C(F)(F)F)C)=O (3-(2,4-difluoro-6-hydroxyphenyl)-1-methyl-6-trifluoromethyluracil). The yield is 76.0%. RXN SMILES: [F:1][C:2]1[CH:7]=[C:6]([F:8])[CH:5]=[C:4]([O:9]C)[C:3]=1[N:11]1[C:16](=[O:17])[CH:15]=[C:14]([C:18]([F:21])([F:20])[F:19])[N:13]([CH3:22])[C:12]1=[O:23].B(Br)(Br)Br.C(=O)([O-])O.[Na+]>ClCCl>[F:1][C:2]1[CH:7]=[C:6]([F:8])[CH:5]=[C:4]([OH:9])[C:3]=1[N:11]1[C:16](=[O:17])[CH:15]=[C:14]([C:18]([F:21])([F:19])[F:20])[N:13]([CH3:22])[C:12]1=[O:23] |f:2.3|. Reported procedure: 13.6 g (40 mmol) of 3-(2,4-difluoro-6-methoxyphenyl)-1-methyl-6-trifluoromethyluracil was dissolved in 150 ml of dichloromethane, and 66.7 ml (200 mmol) of boron tribromide (3.0M dichloromethane solution) was dropwise added thereto at 0° C. After stirring at room temperature for 3 hours, the reaction solution was poured into ice water and neutralized with sodium hydrogencarbonate. It was extracted with dichloromethane. The organic layer was washed sequentially with water and a saturated sodium c... The reactants are C(Cl)Cl (methylene chloride), CCOCC (ether), C(OC)(OC)=O (dimethyl carbonate), C(CC)[C@@H]1CC[C@H](CC1)[C@@H]1CC[C@H](CC1)C1CC(CCC1)=O (3-[trans-4-(trans-4-n-propylcyclohexyl)-cyclohexyl]-cyclohexanone). Run in C1CCOC1 (THF), petroleum ether. Reaction conditions: time 2 hour. Product: C(CC)[C@@H]1CC[C@H](CC1)[C@@H]1CC[C@H](CC1)C1CC(C(CC1)C(=O)OC)=O (methyl 4-[trans-4-(trans-4-n-propylcyclohexyl)-cyclohexyl]-2-oxocyclohexanecarboxylate). Reaction SMILES: [C:1](=[O:6])([O:4][CH3:5])OC.[CH2:7]([C@H:10]1[CH2:15][CH2:14][C@H:13]([C@H:16]2[CH2:21][CH2:20][C@H:19]([CH:22]3[CH2:27][CH2:26][CH2:25][C:24](=[O:28])[CH2:23]3)[CH2:18][CH2:17]2)[CH2:12][CH2:11]1)[CH2:8][CH3:9].C(Cl)Cl.CCOCC>C1COCC1>[CH2:7]([C@H:10]1[CH2:11][CH2:12][C@H:13]([C@H:16]2[CH2:21][CH2:20][C@H:19]([CH:22]3[CH2:27][CH2:26][CH:25]([C:1]([O:4][CH3:5])=[O:6])[C:24](=[O:28])[CH2:23]3)[CH2:18][CH2:17]2)[CH2:14][CH2:15]1)[CH2:8][CH3:9]. Reported procedure: 7.5 mmol of KH and 40 ml of dimethyl carbonate are added to a solution of 2.0 g of 3-[trans-4-(trans-4-n-propylcyclohexyl)-cyclohexyl]-cyclohexanone (Example 1) in 40 ml of THF, and the mixture is boiled for 2 hours. Customary working up (silica gel; 6.5:3:0.5 petroleum ether: methylene chloride:ether) gives methyl 4-[trans-4-(trans-4-n-propylcyclohexyl)-cyclohexyl]-2-oxocyclohexanecarboxylate, which is predominantly in the enol form, m.p. 154°, c.p. 192°. The reactants are COc1ccc(C(=O)N2c3ccccc3C(N(C(C)=O)c3cccc(C(N)=O)c3)CC2C)cc1, CO, [Na+], [OH-], O. Yields the product COc1ccc(C(=O)N2c3ccccc3C(N(C(C)=O)c3cccc(C(=O)O)c3)CC2C)cc1. Reaction SMILES: [C:3]([CH3:4])(=[O:5])[N:6]([c:7]1[cH:8][c:9]([C:10](=[O:11])[NH2:12])[cH:13][cH:14][cH:15]1)[CH:16]1[CH2:17][CH:18]([CH3:36])[N:19]([C:26]([c:27]2[cH:28][cH:29][c:30]([O:33][CH3:34])[cH:31][cH:32]2)=[O:35])[c:20]2[cH:21][cH:22][cH:23][cH:24][c:25]21.[CH3:37][OH:38].[Na+:2].[OH-:1].[OH2:39]>>[OH:1][C:10]([c:9]1[cH:8][c:7]([N:6]([C:3]([CH3:4])=[O:5])[CH:16]2[CH2:17][CH:18]([CH3:36])[N:19]([C:26]([c:27]3[cH:28][cH:29][c:30]([O:33][CH3:34])[cH:31][cH:32]3)=[O:35])[c:20]3[cH:21][cH:22][cH:23][cH:24][c:25]32)[cH:15][cH:14][cH:13]1)=[O:11].